This data is from the Open Reaction Database (ORD), a public repository of structured organic reaction records. The task is: describe an organic reaction: reactants, conditions, products, and yield Starting materials: Cc1[nH]c(C(=O)NC2CCN(c3ncc(C(=O)O)s3)CC2)c(Cl)c1Cl, NN, CN(C)C=O. Product: Cc1[nH]c(C(=O)NC2CCN(c3ncc(C(=O)NN)s3)CC2)c(Cl)c1Cl. As a reaction SMILES: [Cl:1][c:2]1[c:3]([C:9](=[O:10])[NH:11][CH:12]2[CH2:13][CH2:14][N:15]([c:18]3[s:19][c:20]([C:23](=[O:24])[OH:25])[cH:21][n:22]3)[CH2:16][CH2:17]2)[nH:4][c:5]([CH3:8])[c:6]1[Cl:7].[NH2:26][NH2:27].[O:28]=[CH:29][N:30]([CH3:31])[CH3:32]>>[Cl:1][c:2]1[c:3]([C:9](=[O:10])[NH:11][CH:12]2[CH2:13][CH2:14][N:15]([c:18]3[s:19][c:20]([C:23](=[O:25])[NH:26][NH2:27])[cH:21][n:22]3)[CH2:16][CH2:17]2)[nH:4][c:5]([CH3:8])[c:6]1[Cl:7]. Reactants: Cl.Cl.C(CCC)OC1=C(C=C(C=C1)N)N (4-butoxybenzene-1,3-diamine dihydrochloride), C(C)N(CCO)C1=CC=C(C=C1)N=O (2-[ethyl(4-nitrosophenyl)amino]ethanol). Solvent: [OH-].[Na+] (sodium hydroxide), O (water). Run at time 3 hour. Yields the product Cl.NC=1C(C=C(C(C1)=N)OCC)=NC1=CC=C(C=C1)N(CCO)CC (2-{[4-(2-amino-5-ethoxy-4-imino cyclohexa-2,5-dienylideneamino)phenyl]-ethylamino}ethanol hydrochloride). As a reaction SMILES: [ClH:1].Cl.[CH2:3]([O:7][C:8]1[CH:13]=[CH:12][C:11]([NH2:14])=[CH:10][C:9]=1[NH2:15])[CH2:4]CC.[CH2:16]([N:18]([C:22]1[CH:27]=[CH:26][C:25]([N:28]=O)=[CH:24][CH:23]=1)[CH2:19][CH2:20][OH:21])[CH3:17]>[OH-].[Na+].O>[ClH:1].[NH2:14][C:11]1[C:12](=[N:28][C:25]2[CH:24]=[CH:23][C:22]([N:18]([CH2:16][CH3:17])[CH2:19][CH2:20][OH:21])=[CH:27][CH:26]=2)[CH:13]=[C:8]([O:7][CH2:3][CH3:4])[C:9](=[NH:15])[CH:10]=1 |f:0.1.2,4.5,7.8|. Reported procedure: A solution of 4-butoxybenzene-1,3-diamine dihydrochloride in 4.2 ml of 0.25N sodium hydroxide is added to a solution of 2-[ethyl(4-nitrosophenyl)amino]ethanol in 4.2 ml of water at 50° C. After 3 hours at 50° C., the supernatant is removed and the residual gum is washed with water and then taken up in isopropyl ether. The solid formed is filtered off and dried. 360 mg of 2-{[4-(2-amino-5-ethoxy-4-imino cyclohexa-2,5-dienylideneamino)phenyl]-ethylamino}ethanol hydrochloride 65 are thus obtained i... Reactants: ClC=1C=C(CN2C[C@@H](OCC2)CNC(=O)NCC2=CC=C(C(=O)N)C=C2)C=CC1Cl (4-({[({[(2S)-4-(3,4-dichlorobenzyl)morpholin-2-yl]methyl}amino)carbonyl]amino}-methyl)benzamide), O.C1(=CC=CC=C1)S(=O)(=O)O.ClC=1C=C(CN2C[C@@H](OCC2)CNC(=O)NCC2=CC=C(C(=O)N)C=C2)C=CC1Cl (4-({[({[(2S)-4-(3,4-dichlorobenzyl)morpholin-2-yl]methyl}amino)carbonyl]amino}methyl) benzamide benzenesulfonate hydrate), C1(=CC=CC=C1)S(=O)(=O)O (benzene sulfonic acid), C(C)(=O)OC(C)C (Isopropyl acetate). The solvent is O (water), C(C)O (ethanol), O (water), C1CCCCC1 (cyclohexane), O (water), C(C)O (ethanol), C1CCCCC1 (cyclohexane). Run at temperature 0 celsius. The product is O.O.C1(=CC=CC=C1)S(=O)(=O)O.ClC=1C=C(CN2C[C@@H](OCC2)CNC(=O)NCC2=CC=C(C(=O)N)C=C2)C=CC1Cl (4-({[({[(2S)-4-(3,4-dichlorobenzyl)morpholin-2-yl]methyl}amino)carbonyl]amino}methyl)benzamide benzenesulfonate dihydrate). As a reaction SMILES: ClC1C=C(C=CC=1Cl)CN1CC[O:9][C@@H](CNC(NCC2C=CC(C(N)=O)=CC=2)=O)C1.C1(S(O)(=O)=[O:38])C=CC=CC=1.C(OC(C)C)(=O)C.O.[C:49]1([S:55]([OH:58])(=[O:57])=[O:56])[CH:54]=[CH:53][CH:52]=[CH:51][CH:50]=1.[Cl:59][C:60]1[CH:61]=[C:62]([CH:85]=[CH:86][C:87]=1[Cl:88])[CH2:63][N:64]1[CH2:69][CH2:68][O:67][C@@H:66]([CH2:70][NH:71][C:72]([NH:74][CH2:75][C:76]2[CH:84]=[CH:83][C:79]([C:80]([NH2:82])=[O:81])=[CH:78][CH:77]=2)=[O:73])[CH2:65]1>C(O)C.O.C1CCCCC1>[OH2:9].[OH2:38].[C:49]1([S:55]([OH:58])(=[O:57])=[O:56])[CH:54]=[CH:53][CH:52]=[CH:51][CH:50]=1.[Cl:59][C:60]1[CH:61]=[C:62]([CH:85]=[CH:86][C:87]=1[Cl:88])[CH2:63][N:64]1[CH2:69][CH2:68][O:67][C@@H:66]([CH2:70][NH:71][C:72]([NH:74][CH2:75][C:76]2[CH:84]=[CH:83][C:79]([C:80]([NH2:82])=[O:81])=[CH:78][CH:77]=2)=[O:73])[CH2:65]1 |f:3.4.5,9.10.11.12|. Procedure: 4-({[({[(2S)-4-(3,4-dichlorobenzyl)morpholin-2-yl]methyl}amino)carbonyl]amino}-methyl)benzamide (15 g) was suspended in ethanol (60 ml) and water (7.5 ml) at 40° C. A solution of benzene sulfonic acid (6.0 g) in water (7.5 ml) was added, followed by addition of further water (15 ml). Isopropyl acetate (300 ml) was added at 40° C., followed by addition of ethanol (40 ml). The mixture was cooled to 0° C., diluted with cyclohexane (10 ml) and seeded with authentic 4-({[({[(2S)-4-(3,4-dichlorobenzyl...